This data is from the Open Reaction Database (ORD), a public repository of structured organic reaction records. The task is: describe an organic reaction: reactants, conditions, products, and yield Reactants: ClC1=CC(=NC2=CC=CC=C12)C1=CC=C(C=C1)Cl (4-chloro-2-(4-chloro-phenyl)-quinoline), C(O)CN (ethanolamine). The product is Cl.ClC1=CC=C(C=C1)C1=NC2=CC=CC=C2C(=C1)NCCO (2-[2-(4-Chloro-phenyl)-quinolin-4-ylamino]-ethanol hydrochloride). RXN SMILES: [Cl:1][C:2]1[C:11]2[C:6](=[CH:7][CH:8]=[CH:9][CH:10]=2)[N:5]=[C:4]([C:12]2[CH:17]=[CH:16][C:15]([Cl:18])=[CH:14][CH:13]=2)[CH:3]=1.[CH2:19]([CH2:21][NH2:22])[OH:20]>>[ClH:1].[Cl:18][C:15]1[CH:16]=[CH:17][C:12]([C:4]2[CH:3]=[C:2]([NH:22][CH2:21][CH2:19][OH:20])[C:11]3[C:6](=[CH:7][CH:8]=[CH:9][CH:10]=3)[N:5]=2)=[CH:13][CH:14]=1 |f:2.3|. Reported procedure: The title compound, m.p. 262-264° C., and MS: m/e=299.2 (M+H+), was prepared from 4-chloro-2-(4-chloro-phenyl)-quinoline and ethanolamine. The reactants are C1CCOC1 (THF), C(CC(O)(C(=O)O)CC(=O)O)(=O)O (citric acid), C(C)(C)(C)OC(=O)N1[C@@H](CCC1)C(CC1=CC=C(C=C1)Cl)OC=1C=C2C(=C(NC2=CC1)CC(C)(C)C(=O)OCC)SC(C)(C)C ((S)-2-[3-tert-Butylsulfanyl-1-(4-chloro-benzyl)-2-(2-ethoxycarbonyl-2-methyl-propyl)-1H-indol-5-yloxymethyl]-pyrrolidine-1-carboxylic acid tert-butyl ester), [OH-].[Li+] (Lithium hydroxide). Run in O (water), CO (MeOH), O (water). Product: C(C)(C)(C)OC(=O)N1[C@@H](CCC1)C(CC1=CC=C(C=C1)Cl)OC=1C=C2C(=C(NC2=CC1)CC(C)(C)C(=O)O)SC(C)(C)C ((S)-2-[3-tert-Butylsulfanyl-2-(2-carboxy-2-methyl-propyl)-1-(4-chloro-benzyl)-1H-indol-5-yloxymethyl]-pyrrolidine-1-carboxylic acid tert-butyl ester). As a reaction SMILES: [C:1]([O:5][C:6]([N:8]1[CH2:12][CH2:11][CH2:10][C@H:9]1[CH:13]([O:22][C:23]1[CH:24]=[C:25]2[C:29](=[CH:30][CH:31]=1)[NH:28][C:27]([CH2:32][C:33]([C:36]([O:38]CC)=[O:37])([CH3:35])[CH3:34])=[C:26]2[S:41][C:42]([CH3:45])([CH3:44])[CH3:43])[CH2:14][C:15]1[CH:20]=[CH:19][C:18]([Cl:21])=[CH:17][CH:16]=1)=[O:7])([CH3:4])([CH3:3])[CH3:2].C1COCC1.[OH-].[Li+].C(O)(=O)CC(CC(O)=O)(C(O)=O)O>CO.O>[C:1]([O:5][C:6]([N:8]1[CH2:12][CH2:11][CH2:10][C@H:9]1[CH:13]([O:22][C:23]1[CH:24]=[C:25]2[C:29](=[CH:30][CH:31]=1)[NH:28][C:27]([CH2:32][C:33]([C:36]([OH:38])=[O:37])([CH3:34])[CH3:35])=[C:26]2[S:41][C:42]([CH3:45])([CH3:44])[CH3:43])[CH2:14][C:15]1[CH:20]=[CH:19][C:18]([Cl:21])=[CH:17][CH:16]=1)=[O:7])([CH3:2])([CH3:3])[CH3:4] |f:2.3|. Reported procedure: The ester from Step 4 (0.16 g, 0.26 mmol) was dissolved in MeOH (1 mL), THF (1 mL), and water (1 mL). Lithium hydroxide (0.6 g, 1.43 mmol) was added, and the reaction was heated for 12 hours until no starting material was seen by TLC analysis. The reaction was diluted with water, acidified to pH 5 with citric acid, and extracted with EtOAc. The combined organic layers were washed with water, dried over MgSO4, filtered, and concentrated. The residue was purified on silica gel (0 to 40% EtOAc in h... The reactants are BrC1=C(C=2C3=C(N(C2C(=C1)Cl)C)CC1CCC3N1)C(=O)OC(C)(C)C (tert-butyl 2-bromo-4-chloro-5-methyl-5,6,7,8,9,10-hexahydro-7,10-epiminocyclohepta[b]indole-carboxylate), C1(=CC=CC=C1)S(=O)(=O)C1=CC=CC=C1 (phenylsulfone). The product is C1(=CC=CC=C1)S(=O)(=O)C1=C(C=2C3=C(N(C2C(=C1)Cl)C)CC1CCC3N1)C(=O)OC(C)(C)C (tert-butyl 2-phenylsulfonyl-4-chloro-5-methyl-5,6,7,8,9,10-hexahydro-7,10-epiminocyclohepta[b]indole-carboxylate). The yield is 63.0%. RXN SMILES: Br[C:2]1[CH:10]=[C:9]([Cl:11])[C:8]2[N:7]([CH3:12])[C:6]3[CH2:13][CH:14]4[NH:18][CH:17]([C:5]=3[C:4]=2[C:3]=1[C:19]([O:21][C:22]([CH3:25])([CH3:24])[CH3:23])=[O:20])[CH2:16][CH2:15]4.[C:26]1([S:32](C2C=CC=CC=2)(=[O:34])=[O:33])[CH:31]=[CH:30][CH:29]=[CH:28][CH:27]=1>>[C:26]1([S:32]([C:2]2[CH:10]=[C:9]([Cl:11])[C:8]3[N:7]([CH3:12])[C:6]4[CH2:13][CH:14]5[NH:18][CH:17]([C:5]=4[C:4]=3[C:3]=2[C:19]([O:21][C:22]([CH3:25])([CH3:24])[CH3:23])=[O:20])[CH2:16][CH2:15]5)(=[O:34])=[O:33])[CH:31]=[CH:30][CH:29]=[CH:28][CH:27]=1. Procedure details: The product of step E was converted to the phenylsulfone derivative following the procedure of Example 71, step D. The crude product was purified by flash column chromatography (SiO2, 75:25 hexanes/ethyl acetate) to give tert-butyl 2-phenylsulfonyl-4-chloro-5-methyl-5,6,7,8,9,10-hexahydro-7,10-epiminocyclohepta[b]indole-carboxylate (165 mg, 63%) as an off-white solid: 1H NMR (CDCl3, 300 MHz): δ 8.02-8.07 (m, 1H), 7.91-7.97 (m, 2H), 7.42-7.62 (m, 4H), 5.10-5.32 (m, 1H), 4.55-4.80 (m, 1H), 3.94 (s... Starting materials: O=C1CCC(=O)N1Br, Cc1cc(OCc2ccccc2)cc(=O)n1-c1c(Cl)cccc1Cl, CC(Cl)Cl. The product is Cc1cc(OCc2ccccc2)c(Br)c(=O)n1-c1c(Cl)cccc1Cl. As a reaction SMILES: [Br:25][N:26]1[C:27](=[O:28])[CH2:29][CH2:30][C:31]1=[O:32].[CH2:1]([c:2]1[cH:3][cH:4][cH:5][cH:6][cH:7]1)[O:8][c:9]1[cH:10][c:11](=[O:24])[n:12](-[c:16]2[c:17]([Cl:23])[cH:18][cH:19][cH:20][c:21]2[Cl:22])[c:13]([CH3:15])[cH:14]1.[Cl:33][CH:34]([Cl:35])[CH3:36]>>[CH2:1]([c:2]1[cH:3][cH:4][cH:5][cH:6][cH:7]1)[O:8][c:9]1[c:10]([Br:25])[c:11](=[O:24])[n:12](-[c:16]2[c:17]([Cl:23])[cH:18][cH:19][cH:20][c:21]2[Cl:22])[c:13]([CH3:15])[cH:14]1. Starting materials: Cl, O=[N+]([O-])c1c(F)cc(N2CCOCC2)cc1F, C1CCOC1, [Zn]. The product is Nc1c(F)cc(N2CCOCC2)cc1F. As a reaction SMILES: [ClH:1].[F:2][c:3]1[cH:4][c:5]([N:13]2[CH2:14][CH2:15][O:16][CH2:17][CH2:18]2)[cH:6][c:7]([F:12])[c:8]1[N+:9]([O-:10])=[O:11].[O:19]1[CH2:20][CH2:21][CH2:22][CH2:23]1.[Zn:24]>>[F:2][c:3]1[cH:4][c:5]([N:13]2[CH2:14][CH2:15][O:16][CH2:17][CH2:18]2)[cH:6][c:7]([F:12])[c:8]1[NH2:9]. Starting materials: CCOC(OCC)N(C)C, Cc1n(N=Cc2ccc(N(C)C)cc2)cc[n+]1N=Cc1ccc(N(C)C)cc1, CN(C)C=O, [Cl-]. The product is CN(C)C=Cc1n(N=Cc2ccc(N(C)C)cc2)cc[n+]1N=Cc1ccc(N(C)C)cc1, [Cl-]. Reaction SMILES: [CH2:1]([O:2][CH:4]([O:3][CH2:8][CH3:9])[N:5]([CH3:6])[CH3:7])[CH3:10].[CH3:12][N:13]([c:14]1[cH:15][cH:16][c:17]([CH:18]=[N:19][n+:20]2[c:21]([CH3:36])[n:22]([N:25]=[CH:26][c:27]3[cH:28][cH:29][c:30]([N:33]([CH3:34])[CH3:35])[cH:31][cH:32]3)[cH:23][cH:24]2)[cH:37][cH:38]1)[CH3:39].[CH3:40][N:41]([CH3:42])[CH:43]=[O:44].[Cl-:11]>>[CH:4]([N:5]([CH3:6])[CH3:7])=[CH:36][c:21]1[n:20]([N:19]=[CH:18][c:17]2[cH:16][cH:15][c:14]([N:13]([CH3:12])[CH3:39])[cH:38][cH:37]2)[cH:24][cH:23][n+:22]1[N:25]=[CH:26][c:27]1[cH:28][cH:29][c:30]([N:33]([CH3:34])[CH3:35])[cH:31][cH:32]1.[Cl-:11]. Reactants: BrC=1C=C(C(=O)Cl)C=CC1 (3-bromobenzoyl chloride), C(C)(C)N(C(C)C)CC (N,N-diisopropylethylamine), COCCOC1=C(C=C(N)C=C1)C=1N(N=CC1)C (4-(2-methoxyethoxy)-3-(2-methyl-2H-pyrazol-3-yl)aniline). The solvent is CN(C)C=O (DMF). Product: BrC=1C=C(C(=O)NC2=CC(=C(C=C2)OCCOC)C=2N(N=CC2)C)C=CC1 (3-Bromo-N-(4-(2-methoxyethoxy)-3-(2-methyl-2H-pyrazol-3-yl)pheny)benzamide). Isolated yield 99.5%. Reaction SMILES: [Br:1][C:2]1[CH:3]=[C:4]([CH:8]=[CH:9][CH:10]=1)[C:5](Cl)=[O:6].C(N(CC)C(C)C)(C)C.[CH3:20][O:21][CH2:22][CH2:23][O:24][C:25]1[CH:31]=[CH:30][C:28]([NH2:29])=[CH:27][C:26]=1[C:32]1[N:33]([CH3:37])[N:34]=[CH:35][CH:36]=1>CN(C=O)C>[Br:1][C:2]1[CH:3]=[C:4]([CH:8]=[CH:9][CH:10]=1)[C:5]([NH:29][C:28]1[CH:30]=[CH:31][C:25]([O:24][CH2:23][CH2:22][O:21][CH3:20])=[C:26]([C:32]2[N:33]([CH3:37])[N:34]=[CH:35][CH:36]=2)[CH:27]=1)=[O:6]. Reported procedure: A solution of 3-bromobenzoyl chloride (0.06 mmol), N,N-diisopropylethylamine (14 μL, 0.08 mmol), and 4-(2-methoxyethoxy)-3-(2-methyl-2H-pyrazol-3-yl)aniline (0.05 mmol) in 0.28 mL DMF was agitated on a mechanical shaker for 2 hours. The product was isolated by RP-HPLC and lyophilized to give the title compound (21.4 mg, 96%). LCMS m/z (%)=432.3 (M+H, 81Br 100.0), 430.3 (M+H, 79Br 87.6).